This data is from the Open Reaction Database (ORD), a public repository of structured organic reaction records. The task is: describe an organic reaction: reactants, conditions, products, and yield The reactants are CSSC (dimethyldisulfide), N,N,N'-N'-tetramethylethylenediamine, BrC1=CC=C(N1C1=CC=C(C=C1)CO[Si](C1=CC=CC=C1)(C1=CC=CC=C1)C(C)(C)C)C#N (5-bromo-1-(4-tert-butyldiphenylsilyloxymethylphenyl)pyrrole-2-carbonitrile), ice water, C(CCC)[Li] (n-butyllithium). Reaction conditions: time 1 hour. Yields the product [Si](C1=CC=CC=C1)(C1=CC=CC=C1)(C(C)(C)C)OCC1=CC=C(C=C1)N1C(=CC=C1SC)C#N (1-(4-tert-butyldiphenylsilyloxymethylphenyl)-5-methylthiopyrrole-2-carbonitrile). As a reaction SMILES: Br[C:2]1[N:6]([C:7]2[CH:12]=[CH:11][C:10]([CH2:13][O:14][Si:15]([C:28]([CH3:31])([CH3:30])[CH3:29])([C:22]3[CH:27]=[CH:26][CH:25]=[CH:24][CH:23]=3)[C:16]3[CH:21]=[CH:20][CH:19]=[CH:18][CH:17]=3)=[CH:9][CH:8]=2)[C:5]([C:32]#[N:33])=[CH:4][CH:3]=1.C([Li])CCC.[CH3:39][S:40]SC>>[Si:15]([O:14][CH2:13][C:10]1[CH:9]=[CH:8][C:7]([N:6]2[C:2]([S:40][CH3:39])=[CH:3][CH:4]=[C:5]2[C:32]#[N:33])=[CH:12][CH:11]=1)([C:28]([CH3:29])([CH3:30])[CH3:31])([C:22]1[CH:27]=[CH:26][CH:25]=[CH:24][CH:23]=1)[C:16]1[CH:21]=[CH:20][CH:19]=[CH:18][CH:17]=1. Procedure details: To a mixture of N,N,N'-N'-tetramethylethylenediamine (1.55 ml) and 5-bromo-1-(4-tert-butyldiphenylsilyloxymethylphenyl)pyrrole-2-carbonitrile (3.80 g) was added dropwise n-butyllithium solution (1.6M solution in n-hexane, 5.2 ml) during a period of 20 minutes at -60° C. under nitrogen atmosphere. The mixture was stirred for one hour at the same temperature and then dimethyldisulfide (1 ml) was added therein in one portion. The reaction mixture was allowed to warm to ambient temperature, stirred ...